Dataset: the Open Reaction Database (ORD), a public repository of structured organic reaction records. Task: describe an organic reaction: reactants, conditions, products, and yield Starting materials: C(C)(C)(C)C=1C=CC=C2C=CC(=NC12)C1=NN=C2N1C=C(C=C2)[C@@H](C)N2C[C@H](CC2)NC(OC(C)(C)C)=O (tert-butyl (S)-1-((R)-1-(3-(8-tert-butylquinolin-2-yl)-[1,2,4]triazolo[4,3-a]pyridin-6-yl)ethyl)pyrrolidin-3-ylcarbamate), Cl (HCl). The solvent is C(Cl)Cl (DCM), CC(C)O (IPA). Conditions: time 1 hour. The product is C(C)(C)(C)C=1C=CC=C2C=CC(=NC12)C1=NN=C2N1C=C(C=C2)[C@@H](C)N2C[C@H](CC2)N ((S)-1-((R)-1-(3-(8-tert-butylquinolin-2-yl)-[1,2,4]triazolo[4,3-a]pyridin-6-yl)ethyl) pyrrolidin-3-amine). The yield is 117.1%. RXN SMILES: [C:1]([C:5]1[CH:6]=[CH:7][CH:8]=[C:9]2[C:14]=1[N:13]=[C:12]([C:15]1[N:19]3[CH:20]=[C:21]([C@H:24]([N:26]4[CH2:30][CH2:29][C@H:28]([NH:31]C(=O)OC(C)(C)C)[CH2:27]4)[CH3:25])[CH:22]=[CH:23][C:18]3=[N:17][N:16]=1)[CH:11]=[CH:10]2)([CH3:4])([CH3:3])[CH3:2].Cl>C(Cl)Cl.CC(O)C>[C:1]([C:5]1[CH:6]=[CH:7][CH:8]=[C:9]2[C:14]=1[N:13]=[C:12]([C:15]1[N:19]3[CH:20]=[C:21]([C@H:24]([N:26]4[CH2:30][CH2:29][C@H:28]([NH2:31])[CH2:27]4)[CH3:25])[CH:22]=[CH:23][C:18]3=[N:17][N:16]=1)[CH:11]=[CH:10]2)([CH3:2])([CH3:3])[CH3:4]. Procedure details: To a solution of tert-butyl (S)-1-((R)-1-(3-(8-tert-butylquinolin-2-yl)-[1,2,4]triazolo[4,3-a]pyridin-6-yl)ethyl)pyrrolidin-3-ylcarbamate (0.197 g, 0.383 mmol) in DCM (1 mL) was added 4 N HCl (1.92 mL, 7.66 mmol) in IPA. The mixture was stirred at ambient temperature for 1 hour. The solvent was removed under reduced pressure and ether (5 mL) was added. The suspension was stirred at ambient temperature for 10 minutes and the solid formed was collected by filtration to give (S)-1-((R)-1-(3-(8-tert... Starting materials: Cc1ccccc1, O=CO, Clc1ccc(C2CCC(CCC3CCC4(CC3)OCCO4)CC2)cc1, O. Yields the product O=C1CCC(CCC2CCC(c3ccc(Cl)cc3)CC2)CC1. RXN SMILES: [CH3:26][c:27]1[cH:28][cH:29][cH:30][cH:31][cH:32]1.[CH:33]([OH:34])=[O:35].[Cl:1][c:2]1[cH:3][cH:4][c:5]([CH:8]2[CH2:9][CH2:10][CH:11]([CH2:14][CH2:15][CH:16]3[CH2:17][CH2:18][C:19]4([O:20][CH2:23][CH2:22][O:21]4)[CH2:24][CH2:25]3)[CH2:12][CH2:13]2)[cH:6][cH:7]1.[OH2:36]>>[Cl:1][c:2]1[cH:3][cH:4][c:5]([CH:8]2[CH2:9][CH2:10][CH:11]([CH2:14][CH2:15][CH:16]3[CH2:17][CH2:18][C:19](=[O:20])[CH2:24][CH2:25]3)[CH2:12][CH2:13]2)[cH:6][cH:7]1. Starting materials: N1C=CC2=CC=CC=C12 (indole), BrC1=CC(=CC(=C1)Cl)Cl (1-bromo-3,5-dichlorobenzene), C([O-])([O-])=O.[K+].[K+] (potassium carbonate). The reagents and catalysts are [Cu] (copper). The solvent is ClCCl (dichloromethane), ClC1=C(C=CC=C1)Cl (1,2-dichlorobenzene). Conditions: time 24 hour. The product is ClC=1C=C(C=C(C1)Cl)N1C=CC2=CC=CC=C12 (1-(3,5-Dichlorophenyl)-1H-indole). Isolated yield 68.1%. As a reaction SMILES: [NH:1]1[C:9]2[C:4](=[CH:5][CH:6]=[CH:7][CH:8]=2)[CH:3]=[CH:2]1.Br[C:11]1[CH:16]=[C:15]([Cl:17])[CH:14]=[C:13]([Cl:18])[CH:12]=1.C(=O)([O-])[O-].[K+].[K+]>ClC1C=CC=CC=1Cl.ClCCl.[Cu]>[Cl:17][C:15]1[CH:16]=[C:11]([N:1]2[C:9]3[C:4](=[CH:5][CH:6]=[CH:7][CH:8]=3)[CH:3]=[CH:2]2)[CH:12]=[C:13]([Cl:18])[CH:14]=1 |f:2.3.4|. Procedure details: A mixture of 5 g (43.7 mmol) of indole, 19.2 g (85.3 mmol) of 1-bromo-3,5-dichlorobenzene, 11.7 g (84.8 mmol) of potassium carbonate and 3.28 g (1.22 mmol) of copper powder in 14 mL of 1,2-dichlorobenzene was warmed at reflux. After 24 h, the mixture was cooled and diluted with dichloromethane and filtered through diatomaceous earth. The filter cake was washed with a 1:9 mixture of methanol-dichloromethane. The filtrate was pre-adsorbed onto silica gel and chromatographed on silica gel eluting w... Starting materials: ClCCl, CC(C)(C)OC(=O)NC1CN(Cc2cccc(F)c2F)CCN(CC(F)(F)F)C1=O, O=C(O)C(F)(F)F. The product is NC1CN(Cc2cccc(F)c2F)CCN(CC(F)(F)F)C1=O. RXN SMILES: [Cl:38][CH2:39][Cl:40].[F:8][c:9]1[c:10]([CH2:11][N:12]2[CH2:13][CH2:14][N:15]([CH2:28][C:29]([F:30])([F:31])[F:32])[C:16](=[O:27])[CH:17]([NH:19][C:20](=[O:21])[O:22][C:23]([CH3:24])([CH3:25])[CH3:26])[CH2:18]2)[cH:33][cH:34][cH:35][c:36]1[F:37].[OH:1][C:2]([C:3]([F:4])([F:5])[F:6])=[O:7]>>[F:8][c:9]1[c:10]([CH2:11][N:12]2[CH2:13][CH2:14][N:15]([CH2:28][C:29]([F:30])([F:31])[F:32])[C:16](=[O:27])[CH:17]([NH2:19])[CH2:18]2)[cH:33][cH:34][cH:35][c:36]1[F:37]. Starting materials: C1CCOC1, CO, CC(=NO)c1ccc(F)c(NS(C)(=O)=O)c1, [H][H], O. Yields the product CC(N)c1ccc(F)c(NS(C)(=O)=O)c1. As a reaction SMILES: [CH2:21]1[O:22][CH2:23][CH2:24][CH2:25]1.[CH3:19][OH:20].[F:1][c:2]1[c:3]([NH:12][S:13](=[O:14])(=[O:15])[CH3:16])[cH:4][c:5]([C:8]([CH3:9])=[N:10][OH:11])[cH:6][cH:7]1.[H:17][H:18].[OH2:26]>>[F:1][c:2]1[c:3]([NH:12][S:13](=[O:14])(=[O:15])[CH3:16])[cH:4][c:5]([CH:8]([CH3:9])[NH2:10])[cH:6][cH:7]1. Reactants: BrCC(=O)OCC (Ethyl bromoacetate), IC=1C=C(C(C(=O)[O-])=CC1)OC (4-iodo-methylsalicylate), C([O-])([O-])=O.[K+].[K+] (potassium carbonate), [I-].[K+] (potassium iodide). Solvent: CC(=O)C (acetone). Reaction conditions: temperature 50 celsius, time 16 hour. Product: C(C)OC(COC1=C(C(=O)OC)C=CC(=C1)I)=O (methyl 2-(2-ethoxy-2-oxoethoxy)-4-iodobenzoate). Yield: 91.9%. As a reaction SMILES: Br[CH2:2][C:3]([O:5][CH2:6][CH3:7])=[O:4].[I:8][C:9]1[CH:10]=[C:11]([O:18]C)[C:12](=[CH:16][CH:17]=1)[C:13]([O-:15])=[O:14].[C:20](=O)([O-])[O-].[K+].[K+].[I-].[K+]>CC(C)=O>[CH2:6]([O:5][C:3](=[O:4])[CH2:2][O:18][C:11]1[CH:10]=[C:9]([I:8])[CH:17]=[CH:16][C:12]=1[C:13]([O:15][CH3:20])=[O:14])[CH3:7] |f:2.3.4,5.6|. Reported procedure: Ethyl bromoacetate (80 mL; 0.72 mol, Aldrich, 98%) was added to a solution of 4-iodo-methylsalicylate (200 g, 0.72 mol; 1.0 eq), potassium carbonate (198 g, 2 eq, 1.44 mol) and potassium iodide (17.8 g 0.107 mol 0.15 eq) in acetone under nitrogen. The reaction was stirred at 50° C. for 5 h and at r.t. for 16 h. The reaction mixture was filtered and the solid was washed with acetone. The liquors were concentrated to a dark brown oil and dried under house vacuum to afford 241 g of methyl 2-(2-etho... Product: CCOC(=O)NN=Cc1c[nH]c(C)n1. The reactants are CCOC(=O)NN, Cc1nc(C=O)c[nH]1, CC(=O)O, CCO. RXN SMILES: [C:1]([NH:2][NH2:3])(=[O:4])[O:5][CH2:6][CH3:7].[CH3:11][c:12]1[nH:13][cH:14][c:15]([CH:17]=[O:18])[n:16]1.[CH3:19][C:20](=[O:21])[OH:22].[CH3:8][CH2:9][OH:10]>>[C:1]([NH:2][N:3]=[CH:17][c:15]1[cH:14][nH:13][c:12]([CH3:11])[n:16]1)(=[O:4])[O:5][CH2:6][CH3:7].